This data is from the Open Reaction Database (ORD), a public repository of structured organic reaction records. The task is: describe an organic reaction: reactants, conditions, products, and yield The reactants are C(C)(=O)O[C@H]1[C@@H](O[C@@H]([C@@H]([C@@H]1OC(C)=O)OC(C)=O)COC(C)=O)OC1=NNC(=C1CC1=CC=C(C=C1)CCCCC(NC(C)(C)C(=O)O)=O)C(C)C (3-(2,3,4,6-tetra-O-acetyl-β-D-galactopyranosyloxy)-4-[(4-{4-[1-carboxy-1-(methyl)ethyl-carbamoyl]butyl}phenyl)methyl]-5-isopropyl-1H-pyrazole), OCCN1CCNCC1 (1-(2-hydroxyethyl)piperazine), NC(C(=O)N)(C)C (2-amino-2-methylpropionamide). Product: [C@@H]1([C@H](O)[C@@H](O)[C@@H](O)[C@H](O1)CO)OC1=NNC(=C1CC1=CC=C(C=C1)CCCCC(NC(C)(C)C(=O)N1CCN(CC1)CCO)=O)C(C)C (3-(β-D-Galactopyranosyloxy)-4-[(4-{4-[1-{[4-(2-hydroxy-ethyl)piperazin-1-yl]carbonyl}-1-(methyl)ethylcarbamoyl]-butyl}phenyl)methyl]-5-isopropyl-1H-pyrazole). RXN SMILES: C([O:4][C@@H:5]1[C@@H:10]([O:11]C(=O)C)[C@@H:9]([O:15]C(=O)C)[C@@H:8]([CH2:19][O:20]C(=O)C)[O:7][C@H:6]1[O:24][C:25]1[C:29]([CH2:30][C:31]2[CH:36]=[CH:35][C:34]([CH2:37][CH2:38][CH2:39][CH2:40][C:41](=[O:49])[NH:42][C:43]([C:46](O)=[O:47])([CH3:45])[CH3:44])=[CH:33][CH:32]=2)=[C:28]([CH:50]([CH3:52])[CH3:51])[NH:27][N:26]=1)(=O)C.[OH:53][CH2:54][CH2:55][N:56]1[CH2:61][CH2:60][NH:59][CH2:58][CH2:57]1.NC(C)(C)C(N)=O>>[C@@H:6]1([O:24][C:25]2[C:29]([CH2:30][C:31]3[CH:32]=[CH:33][C:34]([CH2:37][CH2:38][CH2:39][CH2:40][C:41](=[O:49])[NH:42][C:43]([C:46]([N:59]4[CH2:60][CH2:61][N:56]([CH2:55][CH2:54][OH:53])[CH2:57][CH2:58]4)=[O:47])([CH3:45])[CH3:44])=[CH:35][CH:36]=3)=[C:28]([CH:50]([CH3:52])[CH3:51])[NH:27][N:26]=2)[O:7][C@H:8]([CH2:19][OH:20])[C@H:9]([OH:15])[C@H:10]([OH:11])[C@H:5]1[OH:4]. Reported procedure: The title compound was prepared in a similar manner to that described in Example 78 using 3-(2,3,4,6-tetra-O-acetyl-β-D-galactopyranosyloxy)-4-[(4-{4-[1-carboxy-1-(methyl)ethyl-carbamoyl]butyl}phenyl)methyl]-5-isopropyl-1H-pyrazole and 1-(2-hydroxyethyl)piperazine instead of 3-(2,3,4,6-tetra-O-acetyl-β-D-glucopyranosyloxy)-4-{[4-(2-carboxyethoxy)-2-methylphenyl]methyl}-5-isopropyl-1H-pyrazole and 2-amino-2-methylpropionamide, respectively. Reactants: O[C@@H](CN(C(OC(C)(C)C)=O)CCC1=CC=C(C=C1)C1=CC(=C(C=C1)C(=O)NS(=O)(=O)C)OC(C)C)C1=CC=CC=C1 (tert-butyl [(2R)-2-hydroxy-2-phenylethyl][2-[3′-(isopropoxy)-4′-[[(methylsulfonyl)amino]carbonyl]-4-biphenylyl]ethyl]carbamate), O1CCOCC1.Cl (hydrochloric acid 1,4-dioxane). The solvent is O1CCOCC1 (1,4-dioxane). Conditions: time 2.5 hour. Yields the product Cl.O[C@@H](CNCCC1=CC=C(C=C1)C1=CC(=C(C=C1)C(=O)NS(=O)(=O)C)OC(C)C)C1=CC=CC=C1 (4′-[2-[[(2R)-2-hydroxy-2-phenylethyl]amino]ethyl]-3-isopropoxy-N-(methylsulfonyl)-4-biphenylcarboxamide hydrochloride). RXN SMILES: [OH:1][C@H:2]([C:37]1[CH:42]=[CH:41][CH:40]=[CH:39][CH:38]=1)[CH2:3][N:4]([CH2:12][CH2:13][C:14]1[CH:19]=[CH:18][C:17]([C:20]2[CH:25]=[CH:24][C:23]([C:26]([NH:28][S:29]([CH3:32])(=[O:31])=[O:30])=[O:27])=[C:22]([O:33][CH:34]([CH3:36])[CH3:35])[CH:21]=2)=[CH:16][CH:15]=1)C(=O)OC(C)(C)C.O1CCOCC1.[ClH:49]>O1CCOCC1>[ClH:49].[OH:1][C@H:2]([C:37]1[CH:38]=[CH:39][CH:40]=[CH:41][CH:42]=1)[CH2:3][NH:4][CH2:12][CH2:13][C:14]1[CH:15]=[CH:16][C:17]([C:20]2[CH:25]=[CH:24][C:23]([C:26]([NH:28][S:29]([CH3:32])(=[O:31])=[O:30])=[O:27])=[C:22]([O:33][CH:34]([CH3:36])[CH3:35])[CH:21]=2)=[CH:18][CH:19]=1 |f:1.2,4.5|. Reported procedure: To a solution of tert-butyl [(2R)-2-hydroxy-2-phenylethyl][2-[3′-(isopropoxy)-4′-[[(methylsulfonyl)amino]carbonyl]-4-biphenylyl]ethyl]carbamate (65 mg) in 1,4-dioxane (2 ml) was added hydrochloric acid 1,4-dioxane solution (4N, 4 ml) at room temperature and the mixture was stirred at the same temperature for 2.5 hours. The mixture was evaporated under reduced pressure to give 4′-[2-[[(2R)-2-hydroxy-2-phenylethyl]amino]ethyl]-3-isopropoxy-N-(methylsulfonyl)-4-biphenylcarboxamide hydrochloride (38... The reactants are ClCCCOC1=CC=C(C=C1)C1=CC=[N+](C=C1)[O-] (4-[4-(3-chloropropoxy)phenyl]pyridine 1-oxide), C([O-])([O-])=O.[K+].[K+] (potassium carbonate), C(C(O)C1=CC=CC=C1)(=O)O.C[C@@H]1CNCCC1 ((3S)-3-methylpiperidine mandelate), C(C(O)C1=CC=CC=C1)(=O)O.C[C@@H]1CNCCC1 ((3S)-3-methylpiperidine mandelate), Cl (hydrochloride), Cl (hydrogen chloride). Run in CN(C=O)C (N,N-dimethylformamide), C(C)N(CC)CC (triethylamine), C(C)O (ethanol). Reaction conditions: time 8 hour. Yields the product Cl.C[C@@H]1CN(CCC1)CCCOC1=CC=C(C=C1)C1=CC=[N+](C=C1)[O-] ((3S)-4-{4-[3-(3-methylpiperidin-1-yl)propoxy]phenyl}pyridine 1-oxide, hydrochloride). Isolated yield 23.6%. RXN SMILES: [Cl:1][CH2:2][CH2:3][CH2:4][O:5][C:6]1[CH:11]=[CH:10][C:9]([C:12]2[CH:17]=[CH:16][N+:15]([O-:18])=[CH:14][CH:13]=2)=[CH:8][CH:7]=1.C(=O)([O-])[O-].[K+].[K+].C(O)(=O)C(C1C=CC=CC=1)O.[CH3:36][C@H:37]1[CH2:42][CH2:41][CH2:40][NH:39][CH2:38]1.Cl>CN(C)C=O.C(O)C.C(N(CC)CC)C>[ClH:1].[CH3:36][C@H:37]1[CH2:42][CH2:41][CH2:40][N:39]([CH2:2][CH2:3][CH2:4][O:5][C:6]2[CH:11]=[CH:10][C:9]([C:12]3[CH:17]=[CH:16][N+:15]([O-:18])=[CH:14][CH:13]=3)=[CH:8][CH:7]=2)[CH2:38]1 |f:1.2.3,4.5,10.11|. Reported procedure: To a solution of 4-[4-(3-chloropropoxy)phenyl]pyridine 1-oxide (231 mg) and triethylamine (366 μL) in N,N-dimethylformamide (5 mL) are added potassium carbonate (363 mg) and (3S)-3-methylpiperidine mandelate (264 mg). The mixture is stirred at a temperature close to 60° C. for four hours. An additional amount of (3S)-3-methylpiperidine mandelate (100 mg) is added and heating is continued overnight. The suspension is filtered and the precipitate washed with ethyl acetate. The combined organic pha...